From a dataset of the Open Reaction Database (ORD), a public repository of structured organic reaction records. describe an organic reaction: reactants, conditions, products, and yield Reactants: FC1=CC=C(C=C1)C(=C(C(=O)O)C1=NN=NN1C)C1=CC=C(C=C1)F (3,3-bis(4-fluorophenyl)-2-(1-methyl-1H-tetrazol-5-yl)2-propenoic acid), C(C(=O)Cl)(=O)Cl (oxalyl chloride). The solvent is C(Cl)Cl (methylene chloride). Yields the product FC1=CC=C(C=C1)C(=C(CCl)C1=NN=NN1C)C1=CC=C(C=C1)F (3,3-Bis(4-fluorophenyl)-2-(1-methyl-1H-tetrazol-5-yl)-2-propenyl chloride). Reaction SMILES: [F:1][C:2]1[CH:7]=[CH:6][C:5]([C:8]([C:19]2[CH:24]=[CH:23][C:22]([F:25])=[CH:21][CH:20]=2)=[C:9]([C:13]2[N:17]([CH3:18])[N:16]=[N:15][N:14]=2)[C:10](O)=O)=[CH:4][CH:3]=1.C(Cl)(=O)C([Cl:29])=O>C(Cl)Cl>[F:1][C:2]1[CH:7]=[CH:6][C:5]([C:8]([C:19]2[CH:24]=[CH:23][C:22]([F:25])=[CH:21][CH:20]=2)=[C:9]([C:13]2[N:17]([CH3:18])[N:16]=[N:15][N:14]=2)[CH2:10][Cl:29])=[CH:4][CH:3]=1. Procedure: To a solution of dry (0.1 mmHg at 80° C.) 3,3-bis(4-fluorophenyl)-2-(1-methyl-1H-tetrazol-5-yl)2-propenoic acid 3.8 g (11.0 mmoles) in 20 mL of dry methylene chloride was added 4 mL (46.0 mmoles) of purified oxalyl chloride (redistilled over CaH2) in one single portion. The reaction mixture was warmed gradually to reflux temperature for two hours. the mixture was evaporated under reduced pressure to remove volatile solvent, then excess oxalyl chloride was removed under vacuum (20 mmHg) at ambien... Starting materials: O=C([O-])[O-], CC(C)(Cc1cnc2c(O)cccn12)[N+](=O)[O-], CCC(C)=O, CC(C)(C)OC(=O)CCl, [I-], [K+], [K+], [K+]. Yields the product CC(C)(C)OC(=O)COc1cccn2c(CC(C)(C)[N+](=O)[O-])cnc12. Reaction SMILES: [C:27](=[O:28])([O-:29])[O-:30].[CH3:1][C:2]([CH2:3][c:4]1[cH:5][n:6][c:7]2[n:8]1[cH:9][cH:10][cH:11][c:12]2[OH:13])([CH3:14])[N+:15](=[O:16])[O-:17].[CH3:35][C:36](=[O:37])[CH2:38][CH3:39].[Cl:18][CH2:19][C:20](=[O:21])[O:22][C:23]([CH3:24])([CH3:25])[CH3:26].[I-:34].[K+:31].[K+:32].[K+:33]>>[CH3:1][C:2]([CH2:3][c:4]1[cH:5][n:6][c:7]2[n:8]1[cH:9][cH:10][cH:11][c:12]2[O:13][CH2:19][C:20](=[O:21])[O:22][C:23]([CH3:24])([CH3:25])[CH3:26])([CH3:14])[N+:15](=[O:16])[O-:17]. Reactants: [Al+3].[Cl-].[Cl-].[Cl-] (AlCl3), TEA, ClC1=C(C(=O)Cl)C=C(C(=N1)Cl)F (2,6-dichloro-5-fluoronicotinoyl chloride), C(=C)(Cl)Cl (vinylidene chloride). The solvent is C(Cl)Cl (CH2Cl2), C(Cl)Cl (CH2Cl2). Run at temperature 0 celsius, time 15 minute. Yields the product ClC(=CC(=O)C=1C(=NC(=C(C1)F)Cl)Cl)Cl (3,3-dichloro-1-(2,6-dichloro-5-fluoro-3-pyridinyl)-2-propen-1-one). Reaction SMILES: [Cl:1][C:2]1[N:10]=[C:9]([Cl:11])[C:8]([F:12])=[CH:7][C:3]=1[C:4](Cl)=[O:5].[Al+3].[Cl-].[Cl-].[Cl-].[C:17]([Cl:20])([Cl:19])=[CH2:18]>C(Cl)Cl>[Cl:19][C:17]([Cl:20])=[CH:18][C:4]([C:3]1[C:2]([Cl:1])=[N:10][C:9]([Cl:11])=[C:8]([F:12])[CH:7]=1)=[O:5] |f:1.2.3.4|. Procedure: A solution of the 2,6-dichloro-5-fluoronicotinoyl chloride from the previous reaction in CH2Cl2 (25 mL) was added slowly to a cooled (0° C.) and stirred slurry solution of AlCl3 (7.9 g, 59.5 mmol) in CH2Cl2 (25 mL). After 15 min, vinylidene chloride (4.75 mL, 59.5 mmol) was added to the mixture dropwise. The reaction was allowed to warm to room temperature and was stirred overnight. The mixture was poured over ice and partitioned with CH2Cl2. The organic layer was collected and cooled to 0° C. b... The reactants are C1(CCC1)C(=O)Cl (cyclobutanecarbonyl chloride), C(C1=CC=CC=C1)NC(=O)C1=C(N=C(S1)N)C (2-amino-4-methylthiazole-5-carboxylic acid benzylamide). Yields the product C(C1=CC=CC=C1)NC(=O)C1=C(N=C(S1)NC(=O)C1CCC1)C (2-(Cyclobutanecarbonylamino)-4-methylthiazole-5-carboxylic acid benzylamide). The yield is 46.0%. RXN SMILES: [CH:1]1([C:5](Cl)=[O:6])[CH2:4][CH2:3][CH2:2]1.[CH2:8]([NH:15][C:16]([C:18]1[S:22][C:21]([NH2:23])=[N:20][C:19]=1[CH3:24])=[O:17])[C:9]1[CH:14]=[CH:13][CH:12]=[CH:11][CH:10]=1>>[CH2:8]([NH:15][C:16]([C:18]1[S:22][C:21]([NH:23][C:5]([CH:1]2[CH2:4][CH2:3][CH2:2]2)=[O:6])=[N:20][C:19]=1[CH3:24])=[O:17])[C:9]1[CH:14]=[CH:13][CH:12]=[CH:11][CH:10]=1. Procedure details: Following the procedure as described in Example 2, making variations only as required to use cyclobutanecarbonyl chloride in place of benzoyl chloride to react with 2-amino-4-methylthiazole-5-carboxylic acid benzylamide, the title compound was obtained as a white solid in 46% yield; 1H NMR (DMSO-ds, 300 MHz) δ 7.38-7.25 (m, 4H), 5.96 (s, br, 1H), 4.58-4.50 (m, 2H), 3.25-3.14 (m, 1H), 2.53 (s, 3H), 2.42-1.90 (m, 6H); MS (ES+) m/z 330.0 (M+1). Starting materials: Bis(dibenzylidineacetone)palladium, (2′-dicyclohexyl phosphanyl-biphenyl-2-yl)-dimethylamine, CC(C)([O-])C.[K+] (Potassium tert-butoxide), Cl.ClC=1C=C2CCNCC2=CC1 (6-chloro-1,2,3,4-tetrahydroisoquinoline hydrochloride salt), BrC1=CC(=C(C(=C1)C)NC(CC(C)(C)C)=O)Cl (N-(4-bromo-2-chloro-6-methylphenyl)-3,3-dimethylbutanamide). Run in C1(=CC=CC=C1)C (toluene). Run at time 15 minute. Yields the product ClC1=C(C(=CC(=C1)N1CC2=CC=C(C=C2CC1)Cl)C)NC(CC(C)(C)C)=O (N-[2-Chloro-4-(6-chloro-3,4-dihydro-1H-isoquinolin-2-yl)-6-methyl-phenyl]-3,3-dimethylbutanamide). Reaction SMILES: CC(C)([O-])C.[K+].Cl.[Cl:8][C:9]1[CH:10]=[C:11]2[C:16](=[CH:17][CH:18]=1)[CH2:15][NH:14][CH2:13][CH2:12]2.Br[C:20]1[CH:25]=[C:24]([CH3:26])[C:23]([NH:27][C:28](=[O:34])[CH2:29][C:30]([CH3:33])([CH3:32])[CH3:31])=[C:22]([Cl:35])[CH:21]=1>C1(C)C=CC=CC=1>[Cl:35][C:22]1[CH:21]=[C:20]([N:14]2[CH2:13][CH2:12][C:11]3[C:16](=[CH:17][CH:18]=[C:9]([Cl:8])[CH:10]=3)[CH2:15]2)[CH:25]=[C:24]([CH3:26])[C:23]=1[NH:27][C:28](=[O:34])[CH2:29][C:30]([CH3:32])([CH3:31])[CH3:33] |f:0.1,2.3|. Procedure details: Bis(dibenzylidineacetone)palladium (2 mg, 0.0035 mmol) and (2′-dicyclohexyl phosphanyl-biphenyl-2-yl)-dimethylamine (3.3 mg, 0.0084 mmol) were added to dry toluene (10 mL purged with argon) and stirred for 15 minutes under argon. Potassium tert-butoxide (197 mg, 1.75 mmol), 6-chloro-1,2,3,4-tetrahydroisoquinoline hydrochloride salt (133 mg, 0.65 mmol), and N-(4-bromo-2-chloro-6-methylphenyl)-3,3-dimethylbutanamide (200 mg, 0.63 mmol) were then added, and the reaction mixture was stirred at 90° C... The reactants are Cn1cc(B2OC(C)(C)C(C)(C)O2)cn1, CC#N, CCOC(C)=O, CCN1CCc2sc(-c3cnc(F)c(-c4cc(Cl)ncc4N)c3)cc2C1, [F-], [K+]. The product is CCN1CCc2sc(-c3cnc(F)c(-c4cc(-c5cnn(C)c5)ncc4N)c3)cc2C1. RXN SMILES: [CH3:27][n:28]1[n:29][cH:30][c:31]([B:33]2[O:34][C:35]([CH3:36])([CH3:37])[C:38]([CH3:39])([CH3:40])[O:41]2)[cH:32]1.[CH3:44][C:45]#[N:46].[CH3:47][CH2:48][O:49][C:50](=[O:51])[CH3:52].[Cl:1][c:2]1[cH:3][c:4](-[c:9]2[c:10]([F:26])[n:11][cH:12][c:13](-[c:15]3[cH:16][c:17]4[c:22]([s:23]3)[CH2:21][CH2:20][N:19]([CH2:24][CH3:25])[CH2:18]4)[cH:14]2)[c:5]([NH2:8])[cH:6][n:7]1.[F-:42].[K+:43]>>[c:2]1(-[c:31]2[cH:30][n:29][n:28]([CH3:27])[cH:32]2)[cH:3][c:4](-[c:9]2[c:10]([F:26])[n:11][cH:12][c:13](-[c:15]3[cH:16][c:17]4[c:22]([s:23]3)[CH2:21][CH2:20][N:19]([CH2:24][CH3:25])[CH2:18]4)[cH:14]2)[c:5]([NH2:8])[cH:6][n:7]1.